From a dataset of the Open Reaction Database (ORD), a public repository of structured organic reaction records. describe an organic reaction: reactants, conditions, products, and yield Reactants: [Br-], [Mg+]Cc1ccccc1, C1CCOC1, CC(=O)C1CCC2C3CCC4CC(=O)CCC4(C)C3CCC12C. Yields the product CC(=O)C1CCC2C3CCC4CC(O)(Cc5ccccc5)CCC4(C)C3CCC12C. As a reaction SMILES: [Br-:1].[CH2:2]([c:3]1[cH:4][cH:5][cH:6][cH:7][cH:8]1)[Mg+:9].[CH2:33]1[O:34][CH2:35][CH2:36][CH2:37]1.[CH3:10][C:11]([CH:12]1[CH2:13][CH2:14][CH:15]2[CH:16]3[CH2:17][CH2:18][CH:19]4[CH2:20][C:21](=[O:31])[CH2:22][CH2:23][C:24]4([CH3:25])[CH:26]3[CH2:27][CH2:28][C:29]12[CH3:30])=[O:32]>>[CH2:2]([c:3]1[cH:4][cH:5][cH:6][cH:7][cH:8]1)[C:21]1([OH:31])[CH2:20][CH:19]2[CH2:18][CH2:17][CH:16]3[CH:15]4[CH2:14][CH2:13][CH:12]([C:11]([CH3:10])=[O:32])[C:29]4([CH3:30])[CH2:28][CH2:27][CH:26]3[C:24]2([CH3:25])[CH2:23][CH2:22]1. The reactants are CS(=O)(=O)OCCCCOC=1C(=CC2=C(C(OC(N2)=O)(C)C)C1)[N+](=O)[O-] (6-(4-methanesulfonyloxy-butoxy)-7-nitro-4,4-dimethyl-4H-3,1-benzoxazin-2-one), COC=1C=C(C=CC1OC)S (3,4-dimethoxy-thiophenol). Product: COC=1C=C(C=CC1OC)SCCCCOC=1C(=CC2=C(C(OC(N2)=O)(C)C)C1)[N+](=O)[O-] (6-[4-(3,4-Dimethoxy-phenylmercapto)-butoxy]-7-nitro-4,4-dimethyl-4H-3,1-benzoxazin-2-one). Reaction SMILES: CS(O[CH2:6][CH2:7][CH2:8][CH2:9][O:10][C:11]1[C:12]([N+:24]([O-:26])=[O:25])=[CH:13][C:14]2[NH:19][C:18](=[O:20])[O:17][C:16]([CH3:22])([CH3:21])[C:15]=2[CH:23]=1)(=O)=O.[CH3:27][O:28][C:29]1[CH:30]=[C:31]([SH:37])[CH:32]=[CH:33][C:34]=1[O:35][CH3:36]>>[CH3:27][O:28][C:29]1[CH:30]=[C:31]([S:37][CH2:6][CH2:7][CH2:8][CH2:9][O:10][C:11]2[C:12]([N+:24]([O-:26])=[O:25])=[CH:13][C:14]3[NH:19][C:18](=[O:20])[O:17][C:16]([CH3:21])([CH3:22])[C:15]=3[CH:23]=2)[CH:32]=[CH:33][C:34]=1[O:35][CH3:36]. Procedure details: Prepared analogously to Example 210 from 6-(4-methanesulfonyloxy-butoxy)-7-nitro-4,4-dimethyl-4H-3,1-benzoxazin-2-one and 3,4-dimethoxy-thiophenol. Starting materials: ClC1=C(C#N)C=CC=C1 (2-chlorobenzonitrile). The reagents and catalysts are [Ni] (nickel). Yields the product CC1=CC=C(C=C1)C1=C(C#N)C=CC=C1 (2-(4′-methylphenyl)benzonitrile). As a reaction SMILES: Cl[C:2]1[CH:9]=[CH:8][CH:7]=[CH:6][C:3]=1[C:4]#[N:5]>[Ni]>[CH3:4][C:3]1[CH:6]=[CH:7][C:8]([C:2]2[CH:9]=[CH:8][CH:7]=[CH:6][C:3]=2[C:4]#[N:5])=[CH:9][CH:2]=1. Procedure: In one practical embodiment, 4-methylphenylchloride in tetrahydrofuran solvent is reacted with magnesium to form 4-methylphenylmagnesium chloride. An equivalent of zinc chloride is added to this mixture to form 4-methylphenylzinc chloride. This mixture is then combined with the 2-chlorobenzonitrile and the nickel catalyst components and reacted to form the 2-(4′-methylphenyl)benzonitrile. The reactants are CCCCOCCOc1ccc(-c2ccc3c(c2)C=C(C(=O)Nc2ccc(SCc4cccnc4C)cc2)CCN3CC(C)C)cc1, ClCCl, O=C(OO)c1cccc(Cl)c1, [Na+], [Na+], O=S([O-])([O-])=S. Product: CCCCOCCOc1ccc(-c2ccc3c(c2)C=C(C(=O)Nc2ccc(S(=O)Cc4cccnc4C)cc2)CCN3CC(C)C)cc1. Reaction SMILES: [CH2:1]([CH2:2][CH2:3][CH3:4])[O:5][CH2:6][CH2:7][O:8][c:9]1[cH:10][cH:11][c:12](-[c:15]2[cH:16][cH:17][c:18]3[c:19]([cH:47]2)[CH:20]=[C:21]([C:29](=[O:30])[NH:31][c:32]2[cH:33][cH:34][c:35]([S:38][CH2:39][c:40]4[c:41]([CH3:46])[n:42][cH:43][cH:44][cH:45]4)[cH:36][cH:37]2)[CH2:22][CH2:23][N:24]3[CH2:25][CH:26]([CH3:27])[CH3:28])[cH:13][cH:14]1.[CH2:66]([Cl:67])[Cl:68].[Cl:48][c:49]1[cH:50][cH:51][cH:52][c:53]([C:54]([O:55][OH:57])=[O:56])[cH:58]1.[Na+:64].[Na+:65].[S:59]([O-:60])([O-:61])(=[O:62])=[S:63]>>[CH2:1]([CH2:2][CH2:3][CH3:4])[O:5][CH2:6][CH2:7][O:8][c:9]1[cH:10][cH:11][c:12](-[c:15]2[cH:16][cH:17][c:18]3[c:19]([cH:47]2)[CH:20]=[C:21]([C:29](=[O:30])[NH:31][c:32]2[cH:33][cH:34][c:35]([S:38]([CH2:39][c:40]4[c:41]([CH3:46])[n:42][cH:43][cH:44][cH:45]4)=[O:56])[cH:36][cH:37]2)[CH2:22][CH2:23][N:24]3[CH2:25][CH:26]([CH3:27])[CH3:28])[cH:13][cH:14]1. Reaction SMILES: [CH2:1]([c:2]1[cH:3][cH:4][cH:5][cH:6][cH:7]1)[O:8][C:9](=[O:10])[N:11]([CH2:12][C:13](=[O:14])[OH:15])[CH2:16][C:17](=[O:18])[OH:19].[CH2:20]([Cl:21])[CH2:22][Cl:23].[CH3:25][O:26][CH2:27][NH2:28].[CH:29]([N:30]([CH2:31][CH3:32])[CH:33]([CH3:34])[CH3:35])([CH3:36])[CH3:37].[ClH:24].[ClH:38].[Na+:48].[O-:44][C:45]([OH:46])=[O:47].[O:39]=[CH:40][N:41]([CH3:42])[CH3:43]>>[CH2:1]([c:2]1[cH:3][cH:4][cH:5][cH:6][cH:7]1)[O:8][C:9](=[O:10])[N:11]([CH2:12][C:13](=[O:14])[OH:15])[CH2:16][C:17](=[O:19])[NH:28][CH2:27][O:26][CH3:25]. Product: COCNC(=O)CN(CC(=O)O)C(=O)OCc1ccccc1. Reactants: O=C(O)CN(CC(=O)O)C(=O)OCc1ccccc1, ClCCCl, COCN, CCN(C(C)C)C(C)C, Cl, Cl, [Na+], O=C([O-])O, CN(C)C=O. The reactants are C(C)OC(CCCOC1=C(C(=CC=C1)CCCCCCOC1=CC(=CC(=C1)S(=O)(=O)C)C1=CC2=C(OCCO2)C=C1)CCC(=O)OCC)=O (4-(2-(2-ethoxycarbonyl-ethyl)-3-{6-[3-(2,3-dihydro-benzo[1,4]dioxin-6-yl)-5-methanesulfonyl-phenoxy]-hexyl}-phenoxy)-butyric acid ethyl ester), [OH-].[Na+] (sodium hydroxide). Product: C(=O)(O)CCC1=C(OCCCC(=O)O)C=CC=C1CCCCCCOC1=CC(=CC(=C1)S(=O)(=O)C)C1=CC2=C(OCCO2)C=C1 (4-(2-(2-carboxy-ethyl)-3-{6-[3-(2,3-dihydro-benzo[1,4]dioxin-6-yl)-5-methanesulfonyl-phenoxy]-hexyl}-phenoxy)-butyric acid). The yield is 69.7%. Reaction SMILES: C([O:3][C:4](=[O:49])[CH2:5][CH2:6][CH2:7][O:8][C:9]1[CH:14]=[CH:13][CH:12]=[C:11]([CH2:15][CH2:16][CH2:17][CH2:18][CH2:19][CH2:20][O:21][C:22]2[CH:27]=[C:26]([S:28]([CH3:31])(=[O:30])=[O:29])[CH:25]=[C:24]([C:32]3[CH:41]=[CH:40][C:35]4[O:36][CH2:37][CH2:38][O:39][C:34]=4[CH:33]=3)[CH:23]=2)[C:10]=1[CH2:42][CH2:43][C:44]([O:46]CC)=[O:45])C.[OH-].[Na+]>>[C:44]([CH2:43][CH2:42][C:10]1[C:11]([CH2:15][CH2:16][CH2:17][CH2:18][CH2:19][CH2:20][O:21][C:22]2[CH:27]=[C:26]([S:28]([CH3:31])(=[O:29])=[O:30])[CH:25]=[C:24]([C:32]3[CH:41]=[CH:40][C:35]4[O:36][CH2:37][CH2:38][O:39][C:34]=4[CH:33]=3)[CH:23]=2)=[CH:12][CH:13]=[CH:14][C:9]=1[O:8][CH2:7][CH2:6][CH2:5][C:4]([OH:49])=[O:3])([OH:46])=[O:45] |f:1.2|. Procedure: A similar procedure as described in Example 40, step 8 was used, starting from 4-(2-(2-ethoxycarbonyl-ethyl)-3-{6-[3-(2,3-dihydro-benzo[1,4]dioxin-6-yl)-5-methanesulfonyl-phenoxy]-hexyl}-phenoxy)-butyric acid ethyl ester (330 mg, 0.47 mmol) and 1.0 N aqueous sodium hydroxide (4.74 mL) to afford 4-(2-(2-carboxy-ethyl)-3-{6-[3-(2,3-dihydro-benzo[1,4]dioxin-6-yl)-5-methanesulfonyl-phenoxy]-hexyl}-phenoxy)-butyric acid (210 mg, 69%) as a white solid: ES(+)-HRMS m/e calcd for C34H40O10S (M+Na)+ 663.2... Conditions: temperature 70 celsius, time 20 hour. RXN SMILES: [Cl:1][C:2]1[CH:21]=[CH:20][C:5]([CH2:6][S:7][C:8]2[O:12][C:11]([C:13]3[CH:18]=[CH:17][N:16]=[C:15]([NH2:19])[CH:14]=3)=[N:10][N:9]=2)=[CH:4][CH:3]=1.[CH2:22]([N:29]=[C:30]=[O:31])[C:23]1[CH:28]=[CH:27][CH:26]=[CH:25][CH:24]=1>O1CCCC1>[CH2:22]([NH:29][C:30]([NH:19][C:15]1[CH:14]=[C:13]([C:11]2[O:12][C:8]([S:7][CH2:6][C:5]3[CH:20]=[CH:21][C:2]([Cl:1])=[CH:3][CH:4]=3)=[N:9][N:10]=2)[CH:18]=[CH:17][N:16]=1)=[O:31])[C:23]1[CH:28]=[CH:27][CH:26]=[CH:25][CH:24]=1. The reactants are ClC1=CC=C(CSC2=NN=C(O2)C2=CC(=NC=C2)N)C=C1 (4-[5-[(4-chlorobenzyl)thio]-1,3,4-oxadiazol-2-yl]pyridin-2-amine), C(C1=CC=CC=C1)N=C=O (benzyl isocyanate). Isolated yield 56.5%. The solvent is O1CCCC1 (tetrahydrofuran). Procedure details: A suspension of 4-[5-[(4-chlorobenzyl)thio]-1,3,4-oxadiazol-2-yl]pyridin-2-amine (90 mg, 0.282 mmol) and benzyl isocyanate (187 mg, 1.41 mmol) in tetrahydrofuran (5 mL) was stirred at 70° C. for 20 hr. The reaction mixture was concentrated under reduced pressure, and the residue was recrystallized from methanol/chloroform/diethyl ether to give the title compound (72 mg, yield 56%) as colorless crystals. The product is C(C1=CC=CC=C1)NC(=O)NC1=NC=CC(=C1)C=1OC(=NN1)SCC1=CC=C(C=C1)Cl (N-benzyl-N′-[4-[5-[(4-chlorobenzyl)thio]-1,3,4-oxadiazol-2-yl]-2-pyridyl]urea). The reactants are CCCI, Cc1ccc(C)c(N2CCN(C(=O)C3CN(S(=O)(=O)c4cccc5ccccc45)C(=O)N3)CC2)c1, [I-], [Na+]. Yields the product CCCN1C(=O)N(S(=O)(=O)c2cccc3ccccc23)CC1C(=O)N1CCN(c2cc(C)ccc2C)CC1. As a reaction SMILES: [CH2:36]([CH2:37][CH3:38])[I:39].[CH3:1][c:2]1[c:3]([N:9]2[CH2:10][CH2:11][N:12]([C:15](=[O:16])[CH:17]3[NH:18][C:19](=[O:35])[N:20]([S:22](=[O:23])(=[O:24])[c:25]4[cH:26][cH:27][cH:28][c:29]5[cH:30][cH:31][cH:32][cH:33][c:34]45)[CH2:21]3)[CH2:13][CH2:14]2)[cH:4][c:5]([CH3:8])[cH:6][cH:7]1.[I-:41].[Na+:40]>>[CH3:1][c:2]1[c:3]([N:9]2[CH2:10][CH2:11][N:12]([C:15](=[O:16])[CH:17]3[N:18]([CH2:36][CH2:37][CH3:38])[C:19](=[O:35])[N:20]([S:22](=[O:23])(=[O:24])[c:25]4[cH:26][cH:27][cH:28][c:29]5[cH:30][cH:31][cH:32][cH:33][c:34]45)[CH2:21]3)[CH2:13][CH2:14]2)[cH:4][c:5]([CH3:8])[cH:6][cH:7]1. RXN SMILES: C([O:5][C:6](=[O:18])[CH2:7][NH:8][C:9](=[O:17])[C:10]1[CH:15]=[CH:14][C:13]([OH:16])=[CH:12][CH:11]=1)(C)(C)C.[CH3:19][C:20]1[CH:25]=[CH:24][C:23]([CH2:26][CH2:27]O)=[CH:22][CH:21]=1>>[CH3:19][C:20]1[CH:25]=[CH:24][C:23]([CH2:26][CH2:27][O:16][C:13]2[CH:12]=[CH:11][C:10]([C:9]([NH:8][CH2:7][C:6]([OH:5])=[O:18])=[O:17])=[CH:15][CH:14]=2)=[CH:22][CH:21]=1. Starting materials: Example 1 ( 1b ), C(C)(C)(C)OC(CNC(C1=CC=C(C=C1)O)=O)=O (N-(4-Hydroxybenzoyl)glycine tert-butyl ester), CC1=CC=C(C=C1)CCO (2-(4-methylphenyl)ethanol). Isolated yield 89.6%. Procedure: The same reaction as in Example 1 (1b) was conducted using N-(4-hydroxybenzoyl)glycine tert-butyl ester (275 mg, 1.09 mmol) prepared in Example 1 (1a) and 2-(4-methylphenyl)ethanol (159 μL, 1.14 mmol) to give 306 mg of the title compound (colorless crystalline solid, yield: 90%). Product: CC1=CC=C(C=C1)CCOC1=CC=C(C(=O)NCC(=O)O)C=C1 (N-{4-[2-(4-Methylphenyl)ethoxy]benzoyl}glycine). The reactants are FC1=CC=C(C=C1)CC1=CSC=C1 (3-(4-fluorophenylmethyl)thiophene), C(Cl)(Cl)Cl.CO (CHCl3 methanol), IN1C(CCC1=O)=O (N-iodosuccinimide). Conditions: time 3 hour. Reported procedure: To a solution of 3-(4-fluorophenylmethyl)thiophene (1.16 g, 6.04 mmol) in 1:1 CHCl3 /methanol was added N-iodosuccinimide (1.70 g, 7.53 mmol). The reaction mixture was stirred for 3 hours, and then was diluted with CH2Cl2. The organic phase was extracted with saturated aqueous NaHCO3 and brine, dried over MgSO4, filtered, and concentrated in vacuo to give 1.83 g of 2-iodo-3-(4fluorophenylmethyl)thiophene which was used without further purification. Run in C(Cl)Cl (CH2Cl2). Product: IC=1SC=CC1CC1=CC=C(C=C1)F (2-iodo-3-(4fluorophenylmethyl)thiophene). Isolated yield 95.2%. Reaction SMILES: [F:1][C:2]1[CH:7]=[CH:6][C:5]([CH2:8][C:9]2[CH:13]=[CH:12][S:11][CH:10]=2)=[CH:4][CH:3]=1.C(Cl)(Cl)Cl.CO.[I:20]N1C(=O)CCC1=O>C(Cl)Cl>[I:20][C:10]1[S:11][CH:12]=[CH:13][C:9]=1[CH2:8][C:5]1[CH:4]=[CH:3][C:2]([F:1])=[CH:7][CH:6]=1 |f:1.2|.